Task: describe an organic reaction: reactants, conditions, products, and yield. Dataset: the Open Reaction Database (ORD), a public repository of structured organic reaction records Run in CO (methanol). Product: NCC1=C(C=C(C(=O)N(C2=CC=C(C=C2)C(F)(F)F)C)C=C1)C (4-Aminomethyl-3,N-dimethyl-N-(4-trifluoromethyl-phenyl)-benzamide). Reported procedure: A solution of 4-cyano-3,N-dimethyl-N-(4-trifluoromethyl-phenyl)-benzamide from Example E118.2 (1.08 g, 3.4 mmol) in methanol (40 ml) at room temperature was treated with cobalt(II) chloride hexahydrate (1.61 g, 6.8 mmol). The mixture was stirred for 10 min then sodium borohydride (1.28 g, 34 mmol) was added portionwise. The mixture was stirred for 20 h then saturated NH4Cl solution (10 ml) was added. The mixture was stirred for 30 min, filtered through glass-fibre paper and the filtrate was conc... Yield: 79.0%. As a reaction SMILES: [C:1]([C:3]1[CH:22]=[CH:21][C:6]([C:7]([N:9]([CH3:20])[C:10]2[CH:15]=[CH:14][C:13]([C:16]([F:19])([F:18])[F:17])=[CH:12][CH:11]=2)=[O:8])=[CH:5][C:4]=1[CH3:23])#[N:2].[BH4-].[Na+].[NH4+].[Cl-]>CO.O.O.O.O.O.O.[Co](Cl)Cl>[NH2:2][CH2:1][C:3]1[CH:22]=[CH:21][C:6]([C:7]([N:9]([CH3:20])[C:10]2[CH:11]=[CH:12][C:13]([C:16]([F:17])([F:18])[F:19])=[CH:14][CH:15]=2)=[O:8])=[CH:5][C:4]=1[CH3:23] |f:1.2,3.4,6.7.8.9.10.11.12|. The reactants are C(#N)C1=C(C=C(C(=O)N(C2=CC=C(C=C2)C(F)(F)F)C)C=C1)C (4-cyano-3,N-dimethyl-N-(4-trifluoromethyl-phenyl)-benzamide), [BH4-].[Na+] (sodium borohydride), [NH4+].[Cl-] (NH4Cl). Conditions: time 10 minute. Reagents/catalysts: O.O.O.O.O.O.[Co](Cl)Cl (cobalt(II) chloride hexahydrate). Starting materials: ClC1=NC2=C(N1[C@H]1[C@H](O)[C@H](O)[C@H](O1)CO)C=C(C=C2)Cl (2,6-dichloro-1-β-D-ribofuranosylbenzimidazole), BrBr.O (Br2 H2O). Run in O (H2O). Reaction conditions: time 3 hour. The product is BrC1=CC2=C(N(C(=N2)Cl)[C@H]2[C@H](O)[C@H](O)[C@H](O2)CO)C=C1Cl (5-Bromo-2,6-dichloro-1-β-D-ribofuranosylbenzimidazole). RXN SMILES: [Cl:1][C:2]1[N:6]([C@@H:7]2[O:13][C@H:12]([CH2:14][OH:15])[C@@H:10]([OH:11])[C@H:8]2[OH:9])[C:5]2[CH:16]=[C:17]([Cl:20])[CH:18]=[CH:19][C:4]=2[N:3]=1.[Br:21]Br.O>O>[Br:21][C:18]1[C:17]([Cl:20])=[CH:16][C:5]2[N:6]([C@@H:7]3[O:13][C@H:12]([CH2:14][OH:15])[C@@H:10]([OH:11])[C@H:8]3[OH:9])[C:2]([Cl:1])=[N:3][C:4]=2[CH:19]=1 |f:1.2|. Procedure details: To a suspension of 0.319 g (1.0 mmol) of 2,6-dichloro-1-β-D-ribofuranosylbenzimidazole in 10 mL of H2O, was added dropwise a sat. solution of Br2 /H2O at room temperature. After the addition has been completed, stirring was continued for 3 h. The reaction mixture was filtered and the solid was washed with portions of H2O, and then recrystallized from MeOH to give 0.335 g (78%, as M MeOH) of 95 as white crystalline needles. MP 140°-142° C. MS (El) m/e 395.9274 (2%, M+ =395.9279). 1H NMR (DMSO-d6)...